From a dataset of the Open Reaction Database (ORD), a public repository of structured organic reaction records. describe an organic reaction: reactants, conditions, products, and yield The reactants are NC(CC1=CC=CC=C1)C(=O)O ((RS)-phenylalanine). Reagents/catalysts: [Rh] (Rh/Al2O3). Solvent: O (H2O), [OH-].[Na+] (NaOH). Reaction conditions: time 8 hour. Product: NC(C(=O)O)CC1CCCCC1 ((RS)-2-amino-3-cyclohexylpropanoic acid). Reaction SMILES: [NH2:1][CH:2]([C:10]([OH:12])=[O:11])[CH2:3][C:4]1[CH:9]=[CH:8][CH:7]=[CH:6][CH:5]=1>O.[OH-].[Na+].[Rh]>[NH2:1][CH:2]([CH2:3][CH:4]1[CH2:9][CH2:8][CH2:7][CH2:6][CH2:5]1)[C:10]([OH:12])=[O:11] |f:2.3|. Procedure details: (RS)-phenylalanine (500.2 mg) was dissolved in H2O (50 ml) and 2N NaOH (1.5 ml). Rh/Al2O3 catalyst (500.5 mg) was added, and the whole was stirred overnight under a hydrogen atmosphere at atmospheric pressure. After the reaction was completed, Rh/Al2O3 was separated by filtration. The filtrate was concentrated to give crude (RS)-2-amino-3-cyclohexylpropanoic acid. Then, the crude (RS)-2-amino-3-cyclohexylpropanoic acid was dissolved in 2N NaOH (15.08 ml). THF (15 ml) and then 4-chlorobenzenesulf... Starting materials: NC1=CC=CC=C1 (aniline), C1(CCCCC1)=O (cyclohexanone). Procedure details: A reaction tube having a diameter of 32 mm and a length of 80 cm was used for reacting aniline and cyclohexanone to give diphenylamine. 200 ml (175.4 g) of catalyst were used which had been prepared according to German Offenlegungsschrift 3,801,754, Example 2, from spherical (2-6 mm) γ-Al2O3 by impregnating this support with 1% of Cr, 1.1% of Mn, 0.5% of Rh, 0.5% of Pt, 2.7% of NaOH and 2.7% of K2SO4. Yields the product C1(=CC=CC=C1)NC1=CC=CC=C1 (diphenylamine). As a reaction SMILES: [NH2:1][C:2]1[CH:7]=[CH:6][CH:5]=[CH:4][CH:3]=1.[C:8]1(=O)[CH2:13][CH2:12][CH2:11][CH2:10][CH2:9]1>>[C:2]1([NH:1][C:8]2[CH:13]=[CH:12][CH:11]=[CH:10][CH:9]=2)[CH:7]=[CH:6][CH:5]=[CH:4][CH:3]=1.